Dataset: the Open Reaction Database (ORD), a public repository of structured organic reaction records. Task: describe an organic reaction: reactants, conditions, products, and yield Reactants: [Ba+2], [Br-], COc1cc(C)c(C#CC(C)=CC[P+](c2ccccc2)(c2ccccc2)c2ccccc2)c(C)c1C, CO, [H][H], [Pd+2], O=S(=O)([O-])[O-], O=S(=O)([O-])[O-]. Yields the product [Br-], COc1cc(C)c(C=CC(C)=CC[P+](c2ccccc2)(c2ccccc2)c2ccccc2)c(C)c1C. Reaction SMILES: [Ba+2:47].[Br-:1].[CH3:2][O:3][c:4]1[c:5]([CH3:37])[c:6]([CH3:36])[c:7]([C:11]#[C:12][C:13](=[CH:14][CH2:15][P+:16]([c:17]2[cH:18][cH:19][cH:20][cH:21][cH:22]2)([c:23]2[cH:24][cH:25][cH:26][cH:27][cH:28]2)[c:29]2[cH:30][cH:31][cH:32][cH:33][cH:34]2)[CH3:35])[c:8]([CH3:10])[cH:9]1.[CH3:40][OH:41].[H:38][H:39].[Pd+2:48].[S:42]([O-:43])([O-:44])(=[O:45])=[O:46].[S:49]([O-:50])([O-:51])(=[O:52])=[O:53]>>[Br-:1].[CH3:2][O:3][c:4]1[c:5]([CH3:37])[c:6]([CH3:36])[c:7]([CH:11]=[CH:12][C:13](=[CH:14][CH2:15][P+:16]([c:17]2[cH:18][cH:19][cH:20][cH:21][cH:22]2)([c:23]2[cH:24][cH:25][cH:26][cH:27][cH:28]2)[c:29]2[cH:30][cH:31][cH:32][cH:33][cH:34]2)[CH3:35])[c:8]([CH3:10])[cH:9]1. The reactants are BrC=1C(C(=CN(C1C)[C@@H](C)CC)C(=O)O)=O ((S)-5-Bromo-1-sec-butyl-6-methyl-4-oxo-1,4-dihydro-pyridine-3-carboxylic acid), Cl.CS(=O)(=O)C1=CC=C(CN)C=C1 (4-methylsulfonylbenzylamine hydrochloride), CS(=O)(=O)C=1C=CC(=NC1)CN (C-(5-methanesulfonyl-pyridin-2-yl)-methylamine), BrC=1C(C(=CN(C1C)C(C)C)C(=O)O)=O (5-Bromo-1-isopropyl-6-methyl-4-oxo-1,4-dihydro-pyridine-3-carboxylic acid), BrBr (bromine). Product: CS(=O)(=O)C=1C=CC(=NC1)CNC(=O)C1=CN(C(=C(C1=O)Br)C)[C@@H](C)CC ((S)-5-Bromo-1-sec-butyl-6-methyl-4-oxo-1,4-dihydro-pyridine-3-carboxylic acid (5-methanesulfonyl-pyridin-2-ylmethyl)-amide). RXN SMILES: BrC1C(=O)C(C(O)=O)=CN(C(C)C)C=1C.[Br:16][C:17]1[C:18](=[O:31])[C:19]([C:28]([OH:30])=O)=[CH:20][N:21]([C@H:24]([CH2:26][CH3:27])[CH3:25])[C:22]=1[CH3:23].Cl.CS(C1C=CC(CN)=CC=1)(=O)=O.[CH3:45][S:46]([C:49]1[CH:50]=[CH:51][C:52]([CH2:55][NH2:56])=[N:53][CH:54]=1)(=[O:48])=[O:47].BrBr>>[CH3:45][S:46]([C:49]1[CH:50]=[CH:51][C:52]([CH2:55][NH:56][C:28]([C:19]2[C:18](=[O:31])[C:17]([Br:16])=[C:22]([CH3:23])[N:21]([C@H:24]([CH2:26][CH3:27])[CH3:25])[CH:20]=2)=[O:30])=[N:53][CH:54]=1)(=[O:48])=[O:47] |f:2.3|. Procedure details: Preparation 20 is prepared following the procedure for preparation 5, substituting preparation 3c with preparation 12b and 4-methylsulfonylbenzylamine hydrochloride with C-(5-methanesulfonyl-pyridin-2-yl)-methylamine. ESI mass spectrum: [M+H]+=456 (bromine isotope pattern); Retention time HPLC: 0.87 min (Z018_S04). The reactants are COC=1C=C(C=C(C1OC)OC)CC(=O)Cl (3,4,5-trimethoxyphenylacetic acid chloride), O1CCN(CC1)CCOC1CNCC1 (3-(2-morpholinoethoxy)pyrrolidine), C([O-])([O-])=O.[K+].[K+] (potassium carbonate). Run in C1=CC=CC=C1 (benzene), C1=CC=CC=C1 (benzene). Run at time 1 hour. Product: O.O1CCN(CC1)CCOC1CN(CC1)C(CC1=CC(=C(C(=C1)OC)OC)OC)=O.O1CCN(CC1)CCOC1CN(CC1)C(CC1=CC(=C(C(=C1)OC)OC)OC)=O (3-(2-Morpholinoethoxy)-1-(3,4,5-trimethoxyphenylacetyl)pyrrolidine Hemihydrate). Isolated yield 70.0%. RXN SMILES: [CH3:1][O:2][C:3]1[CH:4]=[C:5]([CH2:13][C:14](Cl)=[O:15])[CH:6]=[C:7]([O:11][CH3:12])[C:8]=1[O:9][CH3:10].[O:17]1[CH2:22][CH2:21][N:20]([CH2:23][CH2:24][O:25][CH:26]2[CH2:30][CH2:29][NH:28][CH2:27]2)[CH2:19][CH2:18]1.C(=O)([O-])[O-].[K+].[K+]>C1C=CC=CC=1>[OH2:2].[O:17]1[CH2:18][CH2:19][N:20]([CH2:23][CH2:24][O:25][CH:26]2[CH2:30][CH2:29][N:28]([C:14](=[O:15])[CH2:13][C:5]3[CH:4]=[C:3]([O:2][CH3:1])[C:8]([O:9][CH3:10])=[C:7]([O:11][CH3:12])[CH:6]=3)[CH2:27]2)[CH2:21][CH2:22]1.[O:17]1[CH2:18][CH2:19][N:20]([CH2:23][CH2:24][O:25][CH:26]2[CH2:30][CH2:29][N:28]([C:14](=[O:15])[CH2:13][C:5]3[CH:4]=[C:3]([O:2][CH3:1])[C:8]([O:9][CH3:10])=[C:7]([O:11][CH3:12])[CH:6]=3)[CH2:27]2)[CH2:21][CH2:22]1 |f:2.3.4,6.7.8|. Procedure: Under anhydrous conditions 5.3 g. crude 3,4,5-trimethoxyphenylacetic acid chloride [equivalent to 4.5 g. (0.0184 mole) by nuclear resonance spectrum analysis] in 20 ml. dry benzene was added dropwise to a stirring mixture of 3.7 g. (0.0184 mole) of 3-(2-morpholinoethoxy)pyrrolidine and 30 g. (0.0217 mole) of potassium carbonate in 50 ml. dry benzene. The product formed rapidly and separated out as a gummy mass. After stirring 1 hr. at room temperature, chloroform was stirred into the reaction mi... Reactants: [OH-].[Na+] (sodium hydroxide), OCC(C(=O)O)(C)C (hydroxypivalic acid), C=1(C(=CC=CC1)C)C (xylene), C(Cl)C1CO1 (epichlorohydrin). Solvent: O (water). Run at temperature 50 celsius, time 1 hour. Product: C(C1CO1)OC(C(CO)(C)C)=O (hydroxypivalic glycidyl ester), epoxide. RXN SMILES: [OH-].[Na+].[OH:3][CH2:4][C:5]([CH3:10])([CH3:9])[C:6]([OH:8])=[O:7].C1(C)C(C)=CC=CC=1.[CH2:19]([CH:21]1[O:23][CH2:22]1)Cl>O>[CH2:19]([O:7][C:6](=[O:8])[C:5]([CH3:10])([CH3:9])[CH2:4][OH:3])[CH:21]1[O:23][CH2:22]1 |f:0.1|. Reported procedure: 96 parts by wt. 50% sodium hydroxide solution (in water) were added dropwise in 1 hour to 118 parts by wt. (1 1 mole) hydroxypivalic acid and 200 ml xylene, the temperature of the reaction mixture being kept at 110° C. The whole was kept at 110° C. for half an hour. After cooling to 50° C., 276 parts by wt. (3 mole) epichlorohydrin and 50 g Dowex were added to the reaction mixture. The temperature of the reaction mixture rose to 105° C. At this temperature the mixture was afterreacted for 1 hour...